Dataset: the Open Reaction Database (ORD), a public repository of structured organic reaction records. Task: describe an organic reaction: reactants, conditions, products, and yield Reactants: C(C)(C)(C)OC(=O)N1C2C(/C(/C1=O)=C/O)CC1=CC=CC=C12 (3-[1-Hydroxy-meth-(Z)-ylidene]-2-oxo-3,3a,4,8b-tetrahydro-2H-indeno[1,2-b]pyrrole-1-carboxylic acid tert-butyl ester), FC(C(=O)O)(F)F (trifluoroacetic acid), [Na] (sodium). Run in ClCCl (dichloromethane). Run at time 1 hour. Product: O\C=C/1\C2C(NC1=O)C1=CC=CC=C1C2 (3-[1-Hydroxy-meth-(Z)-ylidene]-3,3a,4,8b-tetrahydro-1H-indeno[1,2-b]pyrrol-2-one). Isolated yield 102.0%. RXN SMILES: C(OC([N:8]1[C:12](=[O:13])/[C:11](=[CH:14]\[OH:15])/[CH:10]2[CH2:16][C:17]3[C:22]([CH:9]12)=[CH:21][CH:20]=[CH:19][CH:18]=3)=O)(C)(C)C.FC(F)(F)C(O)=O.[Na]>ClCCl>[OH:15]/[CH:14]=[C:11]1/[CH:10]2[CH2:16][C:17]3[C:22](=[CH:21][CH:20]=[CH:19][CH:18]=3)[CH:9]2[NH:8][C:12]/1=[O:13] |^1:29|. Procedure details: A solution of 3-[1-hydroxy-meth-(Z)-ylidene]-2-oxo-3,3a,4,8b-tetrahydro-2H-indeno[1,2-b]pyrrole-1-carboxylic acid tert-butyl ester D1 (0.400 g, 1.32 mmol) in dichloromethane (20 mL) was added trifluoroacetic acid (2 mL) at 0° C. The solution was stirred for 1 h. A saturated solution of sodium hydrogenocarbonate was added and the aqueous layer was extracted with dichloromethane. The combined organic layers were washed with a saturated solution of sodium hydrogenocarbonate, dried and concentrated ... The reactants are C(CC)(=O)CC(=O)OCC (ethyl propionylacetate), C(OCC)(OCC)OCC (triethyl orthoformate), BrC1=CC=C(N)C=C1 (4-bromoaniline). Reaction conditions: temperature 150 celsius. Yields the product hexanes diethyl ether, BrC1=CC=C(C=C1)NC=C(C(=O)OCC)C(CC)=O (ethyl 2-(((4-bromophenyl)amino)methylene)-3-oxopentanoate). Yield: 33.5%. Reaction SMILES: [C:1]([CH2:5][C:6]([O:8][CH2:9][CH3:10])=[O:7])(=[O:4])[CH2:2][CH3:3].[CH:11](OCC)(OCC)OCC.[Br:21][C:22]1[CH:28]=[CH:27][C:25]([NH2:26])=[CH:24][CH:23]=1>>[Br:21][C:22]1[CH:28]=[CH:27][C:25]([NH:26][CH:11]=[C:5]([C:1](=[O:4])[CH2:2][CH3:3])[C:6]([O:8][CH2:9][CH3:10])=[O:7])=[CH:24][CH:23]=1. Procedure: A stirred mixture of ethyl propionylacetate (33 g, 0.23 mol), triethyl orthoformate (46 mL, 0.28 mol), and 4-bromoaniline (42 g, 0.24 mol) were heated at 150° C. for 2 h with a Dean Stark trap. The reaction was cooled to room temperature. Trituration with 1:1 hexanes/diethyl ether afforded the desired product (25.1 g, 33%) as a tan solid: 1H NMR (300 MHz, DMSO-d6) δ 12.44 (d, J=13.1 Hz, 1H), 8.42 (d, J=13.1 Hz 1H), 7.64-7.51 (m, 2H), 7.50-7.34 (m, 2H), 4.17 (q, J=7.1 Hz, 2H), 2.86 (q, J=7.3 Hz, ... The reactants are N1=C(Cl)N=C(Cl)N=C1Cl (cyanuric chloride), C1(=CC(=CC=C1)C)C (1,3-xylene). Product: ClC1=NC(=NC(=N1)C1=C(C=C(C=C1)C)C)C1=C(C=C(C=C1)C)C (2-chloro-4,6-bis(2,4-dimethylphenyl)-s-triazine). As a reaction SMILES: [N:1]1[C:8](Cl)=[N:7][C:5](Cl)=[N:4][C:2]=1[Cl:3].[C:10]1([CH3:17])[CH:15]=[CH:14][CH:13]=[C:12]([CH3:16])[CH:11]=1>>[Cl:3][C:2]1[N:4]=[C:5]([C:15]2[CH:14]=[CH:13][C:12]([CH3:16])=[CH:11][C:10]=2[CH3:17])[N:7]=[C:8]([C:15]2[CH:14]=[CH:13][C:12]([CH3:16])=[CH:11][C:10]=2[CH3:17])[N:1]=1. Procedure details: The reaction of cyanuric chloride with 1,3-xylene under Friedel-Crafts conditions to give 2-chloro-4,6-bis(2,4-dimethylphenyl)-s-triazine is known, e.g. from DE-A-1 169 947 and Helv. Chim. Acta 55, 1589 (1972). However, the product can also be obtained using an appropriate Grignard reagent, such as described in Helv. Chim. Acta 33, 1365 (1950) and U.S. Pat. No. 4,092,466. Starting materials: C(C)(C)N(CC)C(C)C (diisopropylethylamine), Cl.C(C)OC(CN)=O (Glycine ethyl ester hydrochloride), FC=1C=C(C=O)C=CC1C=1SC2=NC(=CC=C2N1)C1(CC1)C1=CC=CC=C1 (3-Fluoro-4-(5-(1-phenylcyclopropyl)-thiazolo[5,4-b]pyridin-2-yl)benzaldehyde), [Na] (sodium). Solvent: C(Cl)(Cl)Cl (chloroform), CO (MeOH), CCOC(=O)C (EtOAc). Run at time 15 minute. Product: FC=1C=C(CNCC(=O)OCC)C=CC1C=1SC2=NC(=CC=C2N1)C1(CC1)C1=CC=CC=C1 (ethyl 2-(3-fluoro-4-(5-(1-phenylcyclopropyl)thiazolo-[5,4-b]pyridin-2-yl)benzylamino)acetate). Reaction SMILES: Cl.[CH2:2]([O:4][C:5](=[O:8])[CH2:6][NH2:7])[CH3:3].C(N(C(C)C)CC)(C)C.[F:18][C:19]1[CH:20]=[C:21]([CH:24]=[CH:25][C:26]=1[C:27]1[S:28][C:29]2[C:34]([N:35]=1)=[CH:33][CH:32]=[C:31]([C:36]1([C:39]3[CH:44]=[CH:43][CH:42]=[CH:41][CH:40]=3)[CH2:38][CH2:37]1)[N:30]=2)[CH:22]=O.[Na]>CO.CCOC(C)=O.C(Cl)(Cl)Cl>[F:18][C:19]1[CH:20]=[C:21]([CH:24]=[CH:25][C:26]=1[C:27]1[S:28][C:29]2[C:34]([N:35]=1)=[CH:33][CH:32]=[C:31]([C:36]1([C:39]3[CH:40]=[CH:41][CH:42]=[CH:43][CH:44]=3)[CH2:37][CH2:38]1)[N:30]=2)[CH2:22][NH:7][CH2:6][C:5]([O:4][CH2:2][CH3:3])=[O:8] |f:0.1,^1:44|. Procedure details: Glycine ethyl ester hydrochloride (224 mg, 1.602 mmol) was dissolved in MeOH (4.0 mL) and chloroform (4.0 mL) before diisopropylethylamine (279 μL, 1.602 mmol) was added and stirred at ambient temperature for 15 min. 3-Fluoro-4-(5-(1-phenylcyclopropyl)-thiazolo[5,4-b]pyridin-2-yl)benzaldehyde (300 mg, 0.801 mmol) and sodium triacetoxyhydroborate (340 mg, 1.602 mmol) were then added and stirred at ambient temperature for 24 h. The reaction mixture was diluted with 100 mL of EtOAc, added to a sepa... Reactants: CC1(OB(OC1(C)C)C1=CC=C(C=C1)NS(=O)(=O)C)C (N-[4-(4,4,5,5-tetramethyl-[1,3,2]dioxaborolan-2-yl)-phenyl]-methanesulfonamide), IC=1C=2N(C=CN1)N=C(N2)N (8-iodo-[1,2,4]triazolo[1,5-a]pyrazin-2-ylamine). Product: NC1=NN2C(C(=NC=C2)C2=CC=C(C=C2)NS(=O)(=O)C)=N1 (N-[4-(2-amino-[1,2,4]triazolo[1,5-a]pyrazin-8-yl)-phenyl]-methanesulfonamide). RXN SMILES: CC1(C)C(C)(C)OB([C:9]2[CH:14]=[CH:13][C:12]([NH:15][S:16]([CH3:19])(=[O:18])=[O:17])=[CH:11][CH:10]=2)O1.I[C:22]1[C:23]2[N:24]([N:28]=[C:29]([NH2:31])[N:30]=2)[CH:25]=[CH:26][N:27]=1>>[NH2:31][C:29]1[N:30]=[C:23]2[C:22]([C:9]3[CH:10]=[CH:11][C:12]([NH:15][S:16]([CH3:19])(=[O:17])=[O:18])=[CH:13][CH:14]=3)=[N:27][CH:26]=[CH:25][N:24]2[N:28]=1. Procedure details: Reaction of N-[4-(4,4,5,5-tetramethyl-[1,3,2]dioxaborolan-2-yl)-phenyl]-methanesulfonamide with 8-iodo-[1,2,4]triazolo[1,5-a]pyrazin-2-ylamine analogously to general procedure 1 gives N-[4-(2-amino-[1,2,4]triazolo[1,5-a]pyrazin-8-yl)-phenyl]-methanesulfonamide which is reacted with 4-(4-chloro-phenyl)-morpholine to give the title compound as a solid. The reactants are BrC=1C=NC=C(C(=O)O)C1 (5-bromonicotinic acid), S(=O)(Cl)Cl (thionyl chloride), CN(C=O)C (dimethylformamide). Yields the product BrC=1C=NC=C(C(=O)Cl)C1 (5-Bromonicotinoyl chloride). Reaction SMILES: [Br:1][C:2]1[CH:3]=[N:4][CH:5]=[C:6]([CH:10]=1)[C:7](O)=[O:8].CN(C)C=O.S(Cl)([Cl:18])=O>>[Br:1][C:2]1[CH:3]=[N:4][CH:5]=[C:6]([CH:10]=1)[C:7]([Cl:18])=[O:8]. Reported procedure: To a mixture of 5-bromonicotinic acid (10 g) in thionyl chloride (25 mL) was added anhydrous dimethylformamide (DMF) (0.5 mL). The whole was heated to reflux for overnight. After cooling to RT, the excess thionyl chloride was removed under reduced pressure. A white solid (3) (11 g) was obtained, which was used for the next step without further purification.